Dataset: the Open Reaction Database (ORD), a public repository of structured organic reaction records. Task: describe an organic reaction: reactants, conditions, products, and yield Reactants: FC1=C(C=CC(=C1)F)/C=C/C1=CC=C(C=C1)S(=O)(=O)C1=CC=C(C#N)C=C1 (4-({4-[(E)-2-(2,4-difluorophenyl)vinyl]phenyl}sulfonyl)benzonitrile), C([O-])([O-])=O.[K+].[K+] (potassium carbonate), [Na] (sodium), OO (Hydrogen peroxide). The solvent is CS(=O)C (dimethylsulfoxide), O (water). Run at time 5 minute. Yields the product FC1=C(C=CC(=C1)F)/C=C/C1=CC=C(C=C1)S(=O)(=O)C1=CC=C(C(=O)N)C=C1 (4-({4-[(E)-2-(2,4-difluorophenyl)vinyl]phenyl}sulfonyl)benzamide). The yield is 182.4%. RXN SMILES: [F:1][C:2]1[CH:7]=[C:6]([F:8])[CH:5]=[CH:4][C:3]=1/[CH:9]=[CH:10]/[C:11]1[CH:16]=[CH:15][C:14]([S:17]([C:20]2[CH:27]=[CH:26][C:23]([C:24]#[N:25])=[CH:22][CH:21]=2)(=[O:19])=[O:18])=[CH:13][CH:12]=1.C(=O)([O-])[O-:29].[K+].[K+].OO.[Na]>CS(C)=O.O>[F:1][C:2]1[CH:7]=[C:6]([F:8])[CH:5]=[CH:4][C:3]=1/[CH:9]=[CH:10]/[C:11]1[CH:12]=[CH:13][C:14]([S:17]([C:20]2[CH:27]=[CH:26][C:23]([C:24]([NH2:25])=[O:29])=[CH:22][CH:21]=2)(=[O:18])=[O:19])=[CH:15][CH:16]=1 |f:1.2.3,^1:35|. Reported procedure: To a solution of 4-({4-[(E)-2-(2,4-difluorophenyl)vinyl]phenyl}sulfonyl)benzonitrile (Example 53, 50 mg, 0.13 mmol) in dimethylsulfoxide (1.3 mL) was added potassium carbonate (9 mg, 0.07 mmol) in water (0.65 mL) and the reaction stirred for 5 minutes. Hydrogen peroxide (0.06 mL) was added and the reaction stirred for 2 hours. Saturated aqueous sodium sufite solution was added and the products extracted into ethyl acetate. The organic layer was dried over Na2SO4 and evaporated in vacuo. The resi... The reactants are CCCC[N+](CCCC)(CCCC)CCCC.[F-] (TBAF), COC(C1=C(C=C(C=C1)OCCC1=C(N(C2=CC=C(C=C12)Cl)C(C1=CC=CC=C1)C1=CC=CC=C1)CCO[Si](C1=CC=CC=C1)(C1=CC=CC=C1)C(C)(C)C)OC(C)C)=O (4-(2-{1-Benzhydryl-2-[2-(tert-butyl-diphenyl-silanyloxy)-ethyl]-5-chloro-1H-indol-3-yl}-ethoxy)-2-isopropoxy-benzoic acid methyl ester). The solvent is C1CCOC1 (THF). Conditions: time 30 minute. Product: COC(C1=C(C=C(C=C1)OCCC1=C(N(C2=CC=C(C=C12)Cl)C(C1=CC=CC=C1)C1=CC=CC=C1)CCO)OC(C)C)=O (4-{2-[1-Benzhydryl-5-chloro-2-(2-hydroxy-ethyl)-1H-indol-3-yl]-ethoxy}-2-isopropoxy-benzoic acid methyl ester). Isolated yield 69.7%. As a reaction SMILES: CCCC[N+](CCCC)(CCCC)CCCC.[F-].[CH3:19][O:20][C:21](=[O:78])[C:22]1[CH:27]=[CH:26][C:25]([O:28][CH2:29][CH2:30][C:31]2[C:39]3[C:34](=[CH:35][CH:36]=[C:37]([Cl:40])[CH:38]=3)[N:33]([CH:41]([C:48]3[CH:53]=[CH:52][CH:51]=[CH:50][CH:49]=3)[C:42]3[CH:47]=[CH:46][CH:45]=[CH:44][CH:43]=3)[C:32]=2[CH2:54][CH2:55][O:56][Si](C(C)(C)C)(C2C=CC=CC=2)C2C=CC=CC=2)=[CH:24][C:23]=1[O:74][CH:75]([CH3:77])[CH3:76]>C1COCC1>[CH3:19][O:20][C:21](=[O:78])[C:22]1[CH:27]=[CH:26][C:25]([O:28][CH2:29][CH2:30][C:31]2[C:39]3[C:34](=[CH:35][CH:36]=[C:37]([Cl:40])[CH:38]=3)[N:33]([CH:41]([C:42]3[CH:43]=[CH:44][CH:45]=[CH:46][CH:47]=3)[C:48]3[CH:53]=[CH:52][CH:51]=[CH:50][CH:49]=3)[C:32]=2[CH2:54][CH2:55][OH:56])=[CH:24][C:23]=1[O:74][CH:75]([CH3:76])[CH3:77] |f:0.1|. Procedure: TBAF (1M in THF) (0.29 mL, 0.29 mmol) was added to a solution of the silyl ether from step 3 (0.20 g, 0.24 mmol) in THF (4 mL). Reaction was stirred at room temperature for 30 minutes. Reaction solution was concentrated by rotary evaporation and the resulting residue was purified with silica gel prep plates and 1:9 EtOAc/dichloromethane as eluent. Obtained 0.10 g of 4-{2-[1-Benzhydryl-5-chloro-2-(2-hydroxy-ethyl)-1H-indol-3-yl]-ethoxy}-2-isopropoxy-benzoic acid methyl ester (brown solid) in 70% ... The reactants are NC1=CC=C(CC=2NC(C3=C(N2)C(=NN3C)CCC)=O)C=C1 (5-(4-aminobenzyl)-1-methyl-3-propyl-6,7-dihydro-1H-pyrazolo[4,3-d]pyrimidin-7-one), O.C(C=O)(=O)O (glyoxylic acid hydrate). Reagents/catalysts: [Pd] (Palladium on charcoal). Solvent: CO (methanol). Run at time 3 hour. Product: CN1N=C(C=2N=C(NC(C21)=O)CC2=CC=C(C=C2)NCC(=O)O)CCC (2-{4-[(1-methyl-7-oxo-3-propyl-6,7-dihydro-1H-pyrazolo[4,3-d]pyrimidin-5-yl)methyl]phenylamino}acetic acid). RXN SMILES: [NH2:1][C:2]1[CH:22]=[CH:21][C:5]([CH2:6][C:7]2[NH:8][C:9](=[O:20])[C:10]3[N:15]([CH3:16])[N:14]=[C:13]([CH2:17][CH2:18][CH3:19])[C:11]=3[N:12]=2)=[CH:4][CH:3]=1.O.[C:24]([OH:28])(=[O:27])[CH:25]=O>[Pd].CO>[CH3:16][N:15]1[C:10]2[C:9](=[O:20])[NH:8][C:7]([CH2:6][C:5]3[CH:21]=[CH:22][C:2]([NH:1][CH2:25][C:24]([OH:28])=[O:27])=[CH:3][CH:4]=3)=[N:12][C:11]=2[C:13]([CH2:17][CH2:18][CH3:19])=[N:14]1 |f:1.2|. Reported procedure: 10% w/w Palladium on charcoal (87 mg) was added to a solution of 5-(4-aminobenzyl)-1-methyl-3-propyl-6,7-dihydro-1H-pyrazolo[4,3-d]pyrimidin-7-one (870 mg, 0.00293 mol) and glyoxylic acid hydrate (260 mg, 0.0035 mol) in methanol (20 ml) and the mixture hydrogenated at room temperature at 50 p.s.i. for 3 hours.